Task: describe an organic reaction: reactants, conditions, products, and yield. Dataset: the Open Reaction Database (ORD), a public repository of structured organic reaction records Starting materials: O=C([O-])O, CSC, CS(C)=O, Cc1ccc(C#N)cn1, I, [Na+]. The product is N#Cc1ccc(C=O)nc1. As a reaction SMILES: [C:14]([O-:15])(=[O:16])[OH:17].[CH3:11][S:12][CH3:13].[CH3:19][S:20]([CH3:21])=[O:22].[CH3:1][c:2]1[n:3][cH:4][c:5]([C:6]#[N:7])[cH:8][cH:9]1.[I:10].[Na+:18]>>[CH:1]([c:2]1[n:3][cH:4][c:5]([C:6]#[N:7])[cH:8][cH:9]1)=[O:15]. The reactants are C([O-])([O-])=O.[K+].[K+] (potassium carbonate), C(C1=CC=CC=C1)Br (benzyl bromide), C(#N)C=1C=C(OCCNC(=O)CC2CCNCC2)C=CC1 (N-[2-(3-cyanophenoxy)ethyl]piperidine-4-carboxyamide), C(C)(=O)OCC (ethyl acetate). The solvent is CN(C=O)C (dimethylformamide). Conditions: temperature 50 celsius, time 13 hour. Product: C(C1=CC=CC=C1)N1CCC(CC1)CC(=O)NCCOC1=CC(=CC=C1)C#N (1-benzyl-N-[2-(3-cyanophenoxy)ethyl]piperidine-4-carboxyamide). As a reaction SMILES: [C:1]([C:3]1[CH:4]=[C:5]([CH:19]=[CH:20][CH:21]=1)[O:6][CH2:7][CH2:8][NH:9][C:10]([CH2:12][CH:13]1[CH2:18][CH2:17][NH:16][CH2:15][CH2:14]1)=[O:11])#[N:2].C(=O)([O-])[O-].[K+].[K+].[CH2:28](Br)[C:29]1[CH:34]=[CH:33][CH:32]=[CH:31][CH:30]=1.C(OCC)(=O)C>CN(C)C=O>[CH2:28]([N:16]1[CH2:15][CH2:14][CH:13]([CH2:12][C:10]([NH:9][CH2:8][CH2:7][O:6][C:5]2[CH:19]=[CH:20][CH:21]=[C:3]([C:1]#[N:2])[CH:4]=2)=[O:11])[CH2:18][CH2:17]1)[C:29]1[CH:34]=[CH:33][CH:32]=[CH:31][CH:30]=1 |f:1.2.3|. Reported procedure: 430 mg (1.58 mmol) of N-[2-(3-cyanophenoxy)ethyl]piperidine-4-carboxyamide was dissolved in 10 ml of dimethylformamide. 540 mg (3.93 mmol) of potassium carbonate and 0.16 ml (1.31 mmol) of benzyl bromide were added to the solution, and they were stirred at 50° C. for 13 hours. After the treatment with ethyl acetate as the extractant in an ordinary manner, crude 1-benzyl-N-[2-(3-cyanophenoxy)ethyl]piperidine-4-carboxyamide was obtained. The crude product was stirred in 10 ml of dioxane containing... The reactants are NC1=CC(=C(C(=O)O)C=C1Cl)OC (4-amino-5-chloro-2-methoxybenzoic acid), Cl (hydrogen chloride), C(C)OC(=O)Cl (ethylchlorocarbonate), NC1CN(N(C1)C(C)C)C (4-amino-1-isopropyl-2-methylpyrazolidine). Product: Cl.Cl.NC1=CC(=C(C(=O)NC2CN(N(C2)C(C)C)C)C=C1Cl)OC (4-Amino-5-chloro-2-methoxy-N-(1-isopropyl-2-methyl-4-pyrazolidinyl)benzamide Dihydrochloride). As a reaction SMILES: [NH2:1][C:2]1[C:10]([Cl:11])=[CH:9][C:5]([C:6]([OH:8])=O)=[C:4]([O:12][CH3:13])[CH:3]=1.C(OC([Cl:19])=O)C.[NH2:20][CH:21]1[CH2:25][N:24]([CH:26]([CH3:28])[CH3:27])[N:23]([CH3:29])[CH2:22]1.Cl>>[ClH:11].[ClH:19].[NH2:1][C:2]1[C:10]([Cl:11])=[CH:9][C:5]([C:6]([NH:20][CH:21]2[CH2:25][N:24]([CH:26]([CH3:28])[CH3:27])[N:23]([CH3:29])[CH2:22]2)=[O:8])=[C:4]([O:12][CH3:13])[CH:3]=1 |f:4.5.6|. Procedure: The title compound was prepared as described in Example 11 of U.S. Pat. No. 4,207,327 from 4-amino-5-chloro-2-methoxybenzoic acid, ethylchlorocarbonate and 4-amino-1-isopropyl-2-methylpyrazolidine and hydrogen chloride, m.p. 182°-186° C. The reactants are CN (methylamine), alcohol, O1C(COC2=CC=CC=3C4C5=CC=CC=C5C(C23)CC4)C1 (1-[2,3epoxy-propoxy]-9,10-dihydro-9,10-ethano-anthracene), Cl (hydrochloric acid). The solvent is C(C)(C)O (isopropanol). The product is Cl.OC(COC1=CC=CC=2C3C4=CC=CC=C4C(C12)CC3)CNC (1-[2-Hydroxy-3-methylamino-propoxy]-9,10-dihydro-9,10-ethano-anthracene hydrochloride). As a reaction SMILES: [CH3:1][NH2:2].[O:3]1[CH2:23][CH:4]1[CH2:5][O:6][C:7]1[C:20]2[CH:19]3[CH2:21][CH2:22][CH:12]([C:13]4[C:18]3=[CH:17][CH:16]=[CH:15][CH:14]=4)[C:11]=2[CH:10]=[CH:9][CH:8]=1.[ClH:24]>C(O)(C)C>[ClH:24].[OH:3][CH:4]([CH2:23][NH:2][CH3:1])[CH2:5][O:6][C:7]1[C:20]2[CH:19]3[CH2:21][CH2:22][CH:12]([C:13]4[C:18]3=[CH:17][CH:16]=[CH:15][CH:14]=4)[C:11]=2[CH:10]=[CH:9][CH:8]=1 |f:4.5|. Procedure details: A solution of 20 g of methylamine in 150 ml of 95% strength alcohol is added all at once to a solution of 12.4 g of 1-[2,3epoxy-propoxy]-9,10-dihydro-9,10-ethano-anthracene. The reaction mixture is subsequently heated to the boil for 12 hours and is then evaporated to dryness. The evaporation residue is recrystallised three times from methylcyclohexane. The base thus obtained, which melts at 128°-129° C, is dissolved in 100 ml of isopropanol by warming, and 35 ml of 2.2 N alcoholic hydrochloric ... The reactants are C(C)(=O)OCC1=NC2=CC3=C(C=C2C(N1COC(C(C)(C)C)=O)=O)C(CC3)NC3=CC=C(C(=O)OC(C)(C)C)C=C3 (tert-butyl 4-[N-[-2-acetoxymethyl-4-oxo-3-pivaloyloxymethyl-3,4,7,8-tetrahydro-6H-cyclopenta[g]quinazolin-6-yl]amino]benzoate), C(C)(=O)O (acetic acid), C(#N)[BH3-].[Na+] (sodium cyanoborohydride), C=O (formaldehyde). The solvent is C1CCOC1 (THF). Run at time 2.5 hour. Product: C(C)(=O)OCC1=NC2=CC3=C(C=C2C(N1COC(C(C)(C)C)=O)=O)C(CC3)N(C)C3=CC=C(C(=O)OC(C)(C)C)C=C3 (tert-Butyl 4-[N-[-2-Acetoxymethyl-4-oxo-3-pivaloyloxymethyl-3,4,7,8-tetrahydro-6H-cyclopenta[g]quinazolin-6-yl]-N-methylamino]benzoate). Yield: 98.0%. As a reaction SMILES: [C:1]([O:4][CH2:5][C:6]1[N:15]([CH2:16][O:17][C:18](=[O:23])[C:19]([CH3:22])([CH3:21])[CH3:20])[C:14](=[O:24])[C:13]2[C:8](=[CH:9][C:10]3[CH2:27][CH2:26][CH:25]([NH:28][C:29]4[CH:41]=[CH:40][C:32]([C:33]([O:35][C:36]([CH3:39])([CH3:38])[CH3:37])=[O:34])=[CH:31][CH:30]=4)[C:11]=3[CH:12]=2)[N:7]=1)(=[O:3])[CH3:2].[C:42](O)(=O)C.C=O.C([BH3-])#N.[Na+]>C1COCC1>[C:1]([O:4][CH2:5][C:6]1[N:15]([CH2:16][O:17][C:18](=[O:23])[C:19]([CH3:22])([CH3:21])[CH3:20])[C:14](=[O:24])[C:13]2[C:8](=[CH:9][C:10]3[CH2:27][CH2:26][CH:25]([N:28]([C:29]4[CH:41]=[CH:40][C:32]([C:33]([O:35][C:36]([CH3:39])([CH3:38])[CH3:37])=[O:34])=[CH:31][CH:30]=4)[CH3:42])[C:11]=3[CH:12]=2)[N:7]=1)(=[O:3])[CH3:2] |f:3.4|. Procedure: To a stirred solution of tert-butyl 4-[N-[-2-acetoxymethyl-4-oxo-3-pivaloyloxymethyl-3,4,7,8-tetrahydro-6H-cyclopenta[g]quinazolin-6-yl]amino]benzoate (0.060 g, 0.106 mmol) in THF (6 ml) was added glacial acetic acid (2 ml) followed by 37% aqueous formaldehyde (0.090 ml). The solution was stirred for 2.5 hours at room temperature and then sodium cyanoborohydride (0.017 g, 0.27 mmol) was added. The reaction mixture was stirred overnight at room temperature. The solvent was removed in vacuo and th...